The task is: describe an organic reaction: reactants, conditions, products, and yield. This data is from the Open Reaction Database (ORD), a public repository of structured organic reaction records. Starting materials: CNN (methylhydrazine), C(#N)C1=CC(=C(C=C1)/C=C/C=C/[C@@H]1OC[C@H](CO1)S[C@@H]([C@](CN1N=CN=C1)(C1=C(C=C(C=C1)F)F)OC(CCN1C(C2=CC=CC=C2C1=O)=O)=O)C)F ([(1R,2R)-2-[[trans-2-[(1E,3E)-4-(4-cyano-2-fluorophenyl)-1,3-butadien-1-yl]-1,3-dioxan-5-yl]thio]-1-(2,4-difluorophenyl)-1-[(1H-1,2,4-triazol-1-yl)methyl]propyl]3-(1,3-dioxo-1,3-dihydro-2-isoindolyl)propionate). Solvent: ClCCl (dichloromethane). Conditions: time 20 hour. The product is C(#N)C1=CC(=C(C=C1)/C=C/C=C/[C@@H]1OC[C@H](CO1)S[C@@H]([C@](CN1N=NC=C1)(C1=C(C=C(C=C1)F)F)OC(CCN)=O)C)F ([(1R,2R)-2-[[trans-2-[(1E,3E)-4-(4-Cyano-2-fluorophenyl)-1,3-butadien-1-yl]-1,3-dioxan-5-yl]thio]-1-(2,4-difluorophenyl)-1-[(1H-1,2,3-triazol-1-yl)methyl]propyl]3-aminopropionate). The yield is 52.0%. RXN SMILES: [CH3:1][NH:2]N.[C:4]([C:6]1[CH:11]=[CH:10][C:9](/[CH:12]=[CH:13]/[CH:14]=[CH:15]/[C@H:16]2[O:21][CH2:20][C@H:19]([S:22][C@H:23]([CH3:55])[C@@:24]([O:39][C:40](=[O:54])[CH2:41][CH2:42][N:43]3C(=O)C4C(=CC=CC=4)C3=O)([C:31]3[CH:36]=[CH:35][C:34]([F:37])=[CH:33][C:32]=3[F:38])[CH2:25][N:26]3[CH:30]=NC=[N:27]3)[CH2:18][O:17]2)=[C:8]([F:56])[CH:7]=1)#[N:5]>ClCCl>[C:4]([C:6]1[CH:11]=[CH:10][C:9](/[CH:12]=[CH:13]/[CH:14]=[CH:15]/[C@H:16]2[O:21][CH2:20][C@H:19]([S:22][C@H:23]([CH3:55])[C@@:24]([O:39][C:40](=[O:54])[CH2:41][CH2:42][NH2:43])([C:31]3[CH:36]=[CH:35][C:34]([F:37])=[CH:33][C:32]=3[F:38])[CH2:25][N:26]3[CH:30]=[CH:1][N:2]=[N:27]3)[CH2:18][O:17]2)=[C:8]([F:56])[CH:7]=1)#[N:5]. Procedure: 222.7 mg (4.38 mmol) of methylhydrazine were added to a solution of 100 mg (0.13 mmol) of [(1R,2R)-2-[[trans-2-[(1E,3E)-4-(4-cyano-2-fluorophenyl)-1,3-butadien-1-yl]-1,3-dioxan-5-yl]thio]-1-(2,4-difluorophenyl)-1-[(1H-1,2,4-triazol-1-yl)methyl]propyl]3-(1,3-dioxo-1,3-dihydro-2-isoindolyl)propionate [prepared as described in Step 13(i) above] in 2 ml of dichloromethane in an ice bath. The resulting mixture was stirred at ambient temperature for 20 hours. At the end of this time, the reaction mixt... The reactants are FC(C=1C=C(C=CC1)C(CC(C(F)(F)F)=O)=O)(F)F (1-(3-trifluoromethyl-phenyl)-4,4,4-trifluoro-butane-1,3-dione), 3-trifluoromethyl-acetophenone, NC1=NNC=C1C1=CC(=NC(=C1)C)C (3-amino-4-(2,6-dimethyl-4-pyridinyl)-pyrazole). Yields the product FC(C=1C=C(C=CC1)C1=NC=2N(C(=C1)C(F)(F)F)N=CC2C2=CC(=NC(=C2)C)C)(F)F (5-(3-Trifluoromethyl-phenyl)-3-(2,6-dimethyl-pyridin-4-yl)-7-trifluoromethyl-pyrazolo[1,5-a]pyrimidine). Yield: 45.4%. As a reaction SMILES: [F:1][C:2]([F:19])([F:18])[C:3]1[CH:4]=[C:5]([C:9](=O)[CH2:10][C:11](=O)[C:12]([F:15])([F:14])[F:13])[CH:6]=[CH:7][CH:8]=1.[NH2:20][C:21]1[C:25]([C:26]2[CH:31]=[C:30]([CH3:32])[N:29]=[C:28]([CH3:33])[CH:27]=2)=[CH:24][NH:23][N:22]=1>>[F:1][C:2]([F:19])([F:18])[C:3]1[CH:4]=[C:5]([C:9]2[CH:10]=[C:11]([C:12]([F:15])([F:14])[F:13])[N:22]3[N:23]=[CH:24][C:25]([C:26]4[CH:31]=[C:30]([CH3:32])[N:29]=[C:28]([CH3:33])[CH:27]=4)=[C:21]3[N:20]=2)[CH:6]=[CH:7][CH:8]=1. Procedure details: Reaction of 1-(3-trifluoromethyl-phenyl)-4,4,4-trifluoro-butane-1,3-dione (142 mg, 0.5 mmol), prepared from commercially available 3-trifluoromethyl-acetophenone according to general procedure A, and 3-amino-4-(2,6-dimethyl-4-pyridinyl)-pyrazole [prepared from 4-cyanomethyl-2,6-dimethyl-pyridine, CAS No. 130138-46-4, see part synthesis of amino-pyrazole derivatives] (94 mg, 0.5 mmol) according to general procedure B yielded the title compound as a yellow solid (99 mg, 45%). MS (ISP) 437.2 [(M+H)...